Dataset: the Open Reaction Database (ORD), a public repository of structured organic reaction records. Task: describe an organic reaction: reactants, conditions, products, and yield The reactants are OCC1(C(NN(C1)C1=CC=C(C=C1)OC)=O)C (4-hydroxymethyl-4-methyl-1-(4-methoxyphenyl)pyrazolidinone), CN(C(=O)Cl)C (dimethylcarbamoyl chloride). Run in C(C)N(CC)CC (triethylamine), C(C)(=O)OCC (ethyl acetate), N1=CC=CC=C1 (pyridine). Conditions: time 1 hour. Product: CN(C(=O)OC1=NN(CC1(C)COC(N(C)C)=O)C1=CC=C(C=C1)OC)C (3-(N,N-dimethylcarbamoyloxy)-4-(N,N-dimethylcarbamoyloxymethyl)-4-methyl-1-(4-methoxyphenyl)-2-pyrazoline). Yield: 45.0%. Reaction SMILES: [OH:1][CH2:2][C:3]1([CH3:17])[CH2:7][N:6]([C:8]2[CH:13]=[CH:12][C:11]([O:14][CH3:15])=[CH:10][CH:9]=2)[NH:5][C:4]1=[O:16].[CH3:18][N:19]([CH3:23])[C:20](Cl)=[O:21]>N1C=CC=CC=1.C(N(CC)CC)C.C(OCC)(=O)C>[CH3:18][N:19]([CH3:23])[C:20]([O:16][C:4]1[C:3]([CH2:2][O:1][C:20](=[O:21])[N:19]([CH3:23])[CH3:18])([CH3:17])[CH2:7][N:6]([C:8]2[CH:13]=[CH:12][C:11]([O:14][CH3:15])=[CH:10][CH:9]=2)[N:5]=1)=[O:21]. Reported procedure: 4-hydroxymethyl-4-methyl-1-(4-methoxyphenyl)pyrazolidinone [1.2 g] and dimethylcarbamoyl chloride [0.8 mL] were combined in 10 mL pyridine and 3 mL triethylamine. The resulting mixture was stirred at room temperature for 1 h. The reaction mixture was diluted with ethyl acetate (50 mL), washed with saturated ammonium chloride solution (30 mL), dried over MgSO4, and evaporated. The resulting crude material was taken up in 20 mL anhydrous methanol and sodium methoxide [0.4 g] was added. The mixture...